describe an organic reaction: reactants, conditions, products, and yield From a dataset of the Open Reaction Database (ORD), a public repository of structured organic reaction records. Starting materials: OC1=C(C2=C(C(CO2)=O)C=C1)C(=O)O (6-hydroxy-3-oxo-2,3-dihydrobenzofuran-7-carboxylic acid), C([O-])([O-])=O.[K+].[K+] (potassium carbonate), S(=O)(=O)(OC)OC (dimethyl sulfate), O (water). The solvent is CN(C)C=O (DMF). Reaction conditions: time 1 hour. The product is COC1=C(C2=C(C(CO2)=O)C=C1)C(=O)OC (methyl 6-methoxy-3-oxo-2,3-dihydrobenzofuran-7-carboxylate). Isolated yield 70.3%. As a reaction SMILES: [OH:1][C:2]1[CH:11]=[CH:10][C:5]2[C:6](=[O:9])[CH2:7][O:8][C:4]=2[C:3]=1[C:12]([OH:14])=O.[C:15](=O)([O-])[O-].[K+].[K+].S([O:26][CH3:27])(OC)(=O)=O.O>CN(C=O)C>[CH3:15][O:1][C:2]1[CH:11]=[CH:10][C:5]2[C:6](=[O:9])[CH2:7][O:8][C:4]=2[C:3]=1[C:12]([O:26][CH3:27])=[O:14] |f:1.2.3|. Reported procedure: A solution of 6-hydroxy-3-oxo-2,3-dihydrobenzofuran-7-carboxylic acid (0.30 g, 1.6 mmol) in DMF (10 mL) was added with potassium carbonate (0.63 g, 4.6 mmol) and dimethyl sulfate (0.48 g, 3.8 mmol), and the mixture was stirred at room temperature for 1 hour, and at 40° C. for 3 hours. The reaction mixture was added with water, the mixture was extracted with ethyl acetate, and then the organic layer was washed successively with water and saturated brine, and dried over anhydrous magnesium sulfate... Reactants: 26, C1(=CC=CC=C1)CN1CCC(CC1)CC1=NC2=C(N1)C=CC=C2 (2-[[1-(phenylmethyl)-4-piperidinyl]methyl]-1H-benzimidazole), [H-].[Na+] (sodium hydride), oil, 15, BrCC1=CN=C(O1)C (5-(bromomethyl)-2-methyloxazole). Run in CN(C=O)C (N,N-dimethylformamide), CN(C=O)C (N,N-dimethylformamide). Reaction conditions: time 1 hour. The product is 14.31, CC=1OC(=CN1)CN1C(=NC2=C1C=CC=C2)CC2CCN(CC2)CC2=CC=CC=C2 (1-[(2-methyl-5-oxazolyl)methyl]-2-[[1-(phenylmethyl)-4-piperidinyl]methyl]-1H-benzimidazole). Yield: 42.0%. As a reaction SMILES: [C:1]1([CH2:7][N:8]2[CH2:13][CH2:12][CH:11]([CH2:14][C:15]3[NH:19][C:18]4[CH:20]=[CH:21][CH:22]=[CH:23][C:17]=4[N:16]=3)[CH2:10][CH2:9]2)[CH:6]=[CH:5][CH:4]=[CH:3][CH:2]=1.[H-].[Na+].Br[CH2:27][C:28]1[O:32][C:31]([CH3:33])=[N:30][CH:29]=1>CN(C)C=O>[CH3:33][C:31]1[O:32][C:28]([CH2:27][N:19]2[C:18]3[CH:20]=[CH:21][CH:22]=[CH:23][C:17]=3[N:16]=[C:15]2[CH2:14][CH:11]2[CH2:10][CH2:9][N:8]([CH2:7][C:1]3[CH:6]=[CH:5][CH:4]=[CH:3][CH:2]=3)[CH2:13][CH2:12]2)=[CH:29][N:30]=1 |f:1.2|. Procedure: To a solution of 26 parts of 2-[[1-(phenylmethyl)-4-piperidinyl]methyl]-1H-benzimidazole in 282 parts of N,N-dimethylformamide there were added 4.8 parts of a dispersion of sodium hydride in mineral oil (50%) under a nitrogen atmosphere. After stirring for 1 hour, there was added portionwise a solution of 15 parts of 5-(bromomethyl)-2-methyloxazole in 47 parts of N,N-dimethylformamide, while cooling in an ice-bath (<20° C.). The whole was stirred for 18 hours and allowed to warm to room temperat... The reactants are [H][H] (hydrogen), C1(=CC=CC=C1)C1N(CCC=2C3=CC=CC=C3NC12)CC(=O)OCC1=CC=CC=C1 (benzyl (1-phenyl-1,2,3,4-tetrahydro-β-carbolin-2-yl)acetate), C(Cl)Cl (methylene chloride), O1CCCC1 (tetrahydrofuran). Reagents/catalysts: [Pd] (palladium on charcoal). Run in CO (methanol), CO (methanol). Reaction conditions: time 3 hour. The product is C1(=CC=CC=C1)C1N(CCC=2C3=CC=CC=C3NC12)CC(=O)O ((1-Phenyl-1,2,3,4-tetrahydro-β-carbolin-2-yl)acetic acid). The yield is 24.9%. RXN SMILES: [H][H].[C:3]1([CH:9]2[C:21]3[NH:20][C:19]4[C:14](=[CH:15][CH:16]=[CH:17][CH:18]=4)[C:13]=3[CH2:12][CH2:11][N:10]2[CH2:22][C:23]([O:25]CC2C=CC=CC=2)=[O:24])[CH:8]=[CH:7][CH:6]=[CH:5][CH:4]=1.O1CCCC1.C(Cl)Cl>[Pd].CO>[C:3]1([CH:9]2[C:21]3[NH:20][C:19]4[C:14](=[CH:15][CH:16]=[CH:17][CH:18]=4)[C:13]=3[CH2:12][CH2:11][N:10]2[CH2:22][C:23]([OH:25])=[O:24])[CH:8]=[CH:7][CH:6]=[CH:5][CH:4]=1. Reported procedure: A catalytic amount of 10% w/w palladium on charcoal was added under a stream of hydrogen to a solution of 260.2 mg (0.656 mmol) of benzyl (1-phenyl-1,2,3,4-tetrahydro-β-carbolin-2-yl)acetate, as obtained in Example 71, in 2 ml each of methanol and of tetrahydrofuran, and hydrogenation was allowed to proceed for 3 hours. The palladium on charcoal catalyst was removed from the reaction mixture by filtration, and the solvent was removed by evaporation under reduced pressure to give 0.32 g of a crud... Reactants: BrC=1N([C@H]2[C@H](O)[C@H](O)[C@@H](CO)O2)C=2N=CN=C(C2N1)N (8-Bromoadenosine), C[Si](N[Si](C)(C)C)(C)C (hexamethyldisilazane), C(CCC)[Sn](C=CC)(CCCC)CCCC (tri-n-butylpropenyltin). The reagents and catalysts are C=1C=CC(=CC1)[P](C=2C=CC=CC2)(C=3C=CC=CC3)[Pd]([P](C=4C=CC=CC4)(C=5C=CC=CC5)C=6C=CC=CC6)([P](C=7C=CC=CC7)(C=8C=CC=CC8)C=9C=CC=CC9)[P](C=1C=CC=CC1)(C=1C=CC=CC1)C=1C=CC=CC1 (Pd(PPh3)4). Solvent: O1CCOCC1 (1,4-dioxane). Product: [NH4+].[OH-] (NH4OH), C(=CC)C=1N([C@H]2[C@H](O)[C@H](O)[C@@H](CO)O2)C=2N=CN=C(C2N1)N (8-propenyl adenosine). Isolated yield 0.1%. As a reaction SMILES: Br[C:2]1[N:3]([C:13]2[N:14]=[CH:15][N:16]=[C:17]([NH2:20])[C:18]=2[N:19]=1)[C@@H:4]1[O:12][C@H:9]([CH2:10][OH:11])[C@@H:7]([OH:8])[C@H:5]1[OH:6].C[Si](C)(C)N[Si](C)(C)C.[CH2:30]([Sn](CCCC)(CCCC)C=CC)[CH2:31][CH2:32]C>O1CCOCC1.C1C=CC([P]([Pd]([P](C2C=CC=CC=2)(C2C=CC=CC=2)C2C=CC=CC=2)([P](C2C=CC=CC=2)(C2C=CC=CC=2)C2C=CC=CC=2)[P](C2C=CC=CC=2)(C2C=CC=CC=2)C2C=CC=CC=2)(C2C=CC=CC=2)C2C=CC=CC=2)=CC=1>[NH4+:3].[OH-:6].[CH:30]([C:2]1[N:3]([C:13]2[N:14]=[CH:15][N:16]=[C:17]([NH2:20])[C:18]=2[N:19]=1)[C@@H:4]1[O:12][C@H:9]([CH2:10][OH:11])[C@@H:7]([OH:8])[C@H:5]1[OH:6])=[CH:31][CH3:32] |f:5.6,^1:55,57,76,95|. Procedure: A solution of 8-Bromoadenosine (0.5 g, 1.5 mmol) and hexamethyldisilazane (5 mL) in 1,4-dioxane (10 mL) was heated overnight at 80° C. The reaction was cooled to room temperature, concentrated in vacuo, and azeotroped with toluene. The residue was taken up in NMP (3 mL) and tri-n-butylpropenyltin (1.0 g, 3.0 mmol) and Pd(PPh3)4 (0.175 g, 0.15 mmol) were added. The reaction was heated at 190° C. under microwave conditions for 0.5 h before cooling to room temperature. The catalyst was filtered thr... Reactants: CCO, [Na+], [OH-], COC(=O)c1cccc(Cc2ccc(OCc3ccc4ccccc4n3)cc2)c1. The product is O=C(O)c1cccc(Cc2ccc(OCc3ccc4ccccc4n3)cc2)c1. Reaction SMILES: [CH3:32][CH2:33][OH:34].[Na+:31].[OH-:30].[n:1]1[c:2]([CH2:11][O:12][c:13]2[cH:14][cH:15][c:16]([CH2:17][c:18]3[cH:19][c:20]([C:21](=[O:22])[O:23][CH3:24])[cH:25][cH:26][cH:27]3)[cH:28][cH:29]2)[cH:3][cH:4][c:5]2[cH:6][cH:7][cH:8][cH:9][c:10]12>>[n:1]1[c:2]([CH2:11][O:12][c:13]2[cH:14][cH:15][c:16]([CH2:17][c:18]3[cH:19][c:20]([C:21](=[O:22])[OH:23])[cH:25][cH:26][cH:27]3)[cH:28][cH:29]2)[cH:3][cH:4][c:5]2[cH:6][cH:7][cH:8][cH:9][c:10]12. Starting materials: CC[Mg+], CCOC(=O)Cc1ccc([N+](=O)[O-])cc1, [Cl-], N#CC1=C(C#N)C(=O)C(Cl)=C(Cl)C1=O, C1CCOC1, O. The product is CCOC(=O)Cc1ccc([N+](=O)[O-])c(CC)c1. RXN SMILES: [CH2:17]([CH3:18])[Mg+:19].[CH2:1]([CH3:2])[O:3][C:4]([CH2:5][c:6]1[cH:7][cH:8][c:9]([N+:12](=[O:13])[O-:14])[cH:10][cH:11]1)=[O:15].[Cl-:16].[Cl:20][C:21]1=[C:32]([Cl:33])[C:30](=[O:31])[C:27]([C:28]#[N:29])=[C:24]([C:25]#[N:26])[C:22]1=[O:23].[O:35]1[CH2:36][CH2:37][CH2:38][CH2:39]1.[OH2:34]>>[CH2:1]([CH3:2])[O:3][C:4]([CH2:5][c:6]1[cH:7][c:8]([CH2:17][CH3:18])[c:9]([N+:12](=[O:13])[O-:14])[cH:10][cH:11]1)=[O:15].